This data is from the Open Reaction Database (ORD), a public repository of structured organic reaction records. The task is: describe an organic reaction: reactants, conditions, products, and yield Starting materials: O=C[O-], [NH4+], CC(c1ccccc1)N1CCOC(c2ccc(Nc3ccccn3)cc2)C1. The product is c1ccc(Nc2ccc(C3CNCCO3)cc2)nc1. RXN SMILES: [CH:28]([O-:29])=[O:30].[NH4+:31].[c:1]1([CH:2]([CH3:3])[N:9]2[CH2:10][CH:11]([c:15]3[cH:16][cH:17][c:18]([NH:21][c:22]4[n:23][cH:24][cH:25][cH:26][cH:27]4)[cH:19][cH:20]3)[O:12][CH2:13][CH2:14]2)[cH:4][cH:5][cH:6][cH:7][cH:8]1>>[NH:9]1[CH2:10][CH:11]([c:15]2[cH:16][cH:17][c:18]([NH:21][c:22]3[n:23][cH:24][cH:25][cH:26][cH:27]3)[cH:19][cH:20]2)[O:12][CH2:13][CH2:14]1. Yields the product C(=O)C=1C=C(CC=2OC3=C(C2C)C(=C(C=C3)CCC)O)C=CC1OC (2-(3-formyl-4-methoxybenzyl)-3-methyl-4-hydroxy-5-propyl-benzofuran). Isolated yield 36.9%. Reported procedure: To a suspension of aluminium chloride (214 mg; 1.6 mmole) in dichloromethane (5 mL) cooled at 0° C. was added 2-(p-methoxy-benzyl)-3-methyl-4-hydroxy-5-propyl-benzofuran (100 mg; 0.32 mmoles). A red solution resulted. To this solution was added dropwise dichloromethylmethylether (87 Σl; 0.96 mmole). There was a vigorous reaction and a color change from red to green was observed. Ice and water was then added and the mixture was extracted with ethylacetate. The organic phase was dried (Na2SO4), an... The solvent is ClCCl (dichloromethane). The reactants are O (water), [Cl-].[Al+3].[Cl-].[Cl-] (aluminium chloride), ClC(Cl)OC (dichloromethylmethylether), COC1=CC=C(CC=2OC3=C(C2C)C(=C(C=C3)CCC)O)C=C1 (2-(p-methoxy-benzyl)-3-methyl-4-hydroxy-5-propyl-benzofuran). Reaction SMILES: [Cl-].[Al+3].[Cl-].[Cl-].[CH3:5][O:6][C:7]1[CH:27]=[CH:26][C:10]([CH2:11][C:12]2[O:13][C:14]3[CH:21]=[CH:20][C:19]([CH2:22][CH2:23][CH3:24])=[C:18]([OH:25])[C:15]=3[C:16]=2[CH3:17])=[CH:9][CH:8]=1.Cl[CH:29]([O:31]C)Cl.O>ClCCl>[CH:29]([C:27]1[CH:26]=[C:10]([CH:9]=[CH:8][C:7]=1[O:6][CH3:5])[CH2:11][C:12]1[O:13][C:14]2[CH:21]=[CH:20][C:19]([CH2:22][CH2:23][CH3:24])=[C:18]([OH:25])[C:15]=2[C:16]=1[CH3:17])=[O:31] |f:0.1.2.3|. Conditions: temperature 0 celsius. The reactants are ClC1=CC=C2C(C(=O)OC(N2)=O)=C1 (5-chloroisatoic anhydride), N1(N=CN=C1)CCCN (3-(1H-1,2,4-triazol-1-yl)propanamine). The product is NC1=C(C(=O)NCCCN2N=CN=C2)C=C(C=C1)Cl (2-Amino-5-chloro-N-[3-(1H-1,2,4-triazol-1-yl)propyl]benzamide). Reaction SMILES: [Cl:1][C:2]1[CH:13]=[C:6]2[C:7]([O:9]C(=O)[NH:11][C:5]2=[CH:4][CH:3]=1)=O.[N:14]1([CH2:19][CH2:20][CH2:21][NH2:22])[CH:18]=[N:17][CH:16]=[N:15]1>>[NH2:11][C:5]1[CH:4]=[CH:3][C:2]([Cl:1])=[CH:13][C:6]=1[C:7]([NH:22][CH2:21][CH2:20][CH2:19][N:14]1[CH:18]=[N:17][CH:16]=[N:15]1)=[O:9]. Procedure details: When 5-chloroisatoic anhydride was reacted with 3-(1H-1,2,4-triazol-1-yl)propanamine by the procedure of Example 11, this compound, mp 116°-118° C., was obtained.